This data is from the Open Reaction Database (ORD), a public repository of structured organic reaction records. The task is: describe an organic reaction: reactants, conditions, products, and yield Product: Nc1ncc(I)c2onc(-c3ccc(Oc4ccccc4)cc3)c12. Reaction SMILES: [CH3:32][N:33]([CH3:34])[CH:35]=[O:36].[I:24][N:25]1[C:26](=[O:27])[CH2:28][CH2:29][C:30]1=[O:31].[O:1]([c:2]1[cH:3][cH:4][cH:5][cH:6][cH:7]1)[c:8]1[cH:9][cH:10][c:11](-[c:14]2[n:15][o:16][c:17]3[c:18]2[c:19]([NH2:23])[n:20][cH:21][cH:22]3)[cH:12][cH:13]1>>[O:1]([c:2]1[cH:3][cH:4][cH:5][cH:6][cH:7]1)[c:8]1[cH:9][cH:10][c:11](-[c:14]2[n:15][o:16][c:17]3[c:18]2[c:19]([NH2:23])[n:20][cH:21][c:22]3[I:24])[cH:12][cH:13]1. Starting materials: CN(C)C=O, O=C1CCC(=O)N1I, Nc1nccc2onc(-c3ccc(Oc4ccccc4)cc3)c12. The reactants are NCCc1ccc(F)cc1, NC(=O)c1ccc(Oc2ccc(C3OCCO3)cc2F)cn1. Yields the product NC(=O)c1ccc(Oc2ccc(CNCCc3ccc(F)cc3)cc2F)cn1. Reaction SMILES: [F:23][c:24]1[cH:25][cH:26][c:27]([CH2:28][CH2:29][NH2:30])[cH:31][cH:32]1.[O:1]1[CH:2]([c:6]2[cH:7][c:8]([F:22])[c:9]([O:10][c:11]3[cH:12][cH:13][c:14]([C:17](=[O:18])[NH2:19])[n:15][cH:16]3)[cH:20][cH:21]2)[O:5][CH2:4][CH2:3]1>>[CH2:2]([c:6]1[cH:7][c:8]([F:22])[c:9]([O:10][c:11]2[cH:12][cH:13][c:14]([C:17](=[O:18])[NH2:19])[n:15][cH:16]2)[cH:20][cH:21]1)[NH:30][CH2:29][CH2:28][c:27]1[cH:26][cH:25][c:24]([F:23])[cH:32][cH:31]1. Reactants: CC(C)CN(C)c1cc(NC(=O)OC(C)(C)C)c(N)cc1C(F)(F)F, CC(C)(C)OC(=O)CC(=O)c1cccc(-n2nncc2COC2CCCCO2)c1. Yields the product CC(C)CN(C)c1cc(NC(=O)OC(C)(C)C)c(NC(=O)CC(=O)c2cccc(-n3nncc3COC3CCCCO3)c2)cc1C(F)(F)F. RXN SMILES: [C:1]([CH3:2])([CH3:3])([CH3:4])[O:5][C:6]([NH:7][c:8]1[c:9]([NH2:24])[cH:10][c:11]([C:20]([F:21])([F:22])[F:23])[c:12]([N:14]([CH3:15])[CH2:16][CH:17]([CH3:18])[CH3:19])[cH:13]1)=[O:25].[C:26]([CH3:28])([CH3:29])([O:30][C:31](=[O:27])[CH2:32][C:33]([c:34]1[cH:35][c:36](-[n:40]2[n:41][n:42][cH:43][c:44]2[CH2:45][O:46][CH:47]2[O:48][CH2:49][CH2:50][CH2:51][CH2:52]2)[cH:37][cH:38][cH:39]1)=[O:53])[CH3:54]>>[C:1]([CH3:2])([CH3:3])([CH3:4])[O:5][C:6]([NH:7][c:8]1[c:9]([NH:24][C:31](=[O:30])[CH2:32][C:33]([c:34]2[cH:35][c:36](-[n:40]3[n:41][n:42][cH:43][c:44]3[CH2:45][O:46][CH:47]3[O:48][CH2:49][CH2:50][CH2:51][CH2:52]3)[cH:37][cH:38][cH:39]2)=[O:53])[cH:10][c:11]([C:20]([F:21])([F:22])[F:23])[c:12]([N:14]([CH3:15])[CH2:16][CH:17]([CH3:18])[CH3:19])[cH:13]1)=[O:25]. Starting materials: FC=1C(=C(CO)C(=C(C1)[N+](=O)[O-])F)N1CCN(CC1)C(=O)OCC (3,6-difluoro-2-(4-ethoxycarbonyl-1-piperazinyl)-5-nitrobenzyl alcohol), S(=O)(Cl)Cl (thionyl chloride), C(O)([O-])=O.[Na+] (sodium hydrogen carbonate), ice water. Run in C(Cl)(Cl)Cl (chloroform). Yields the product C(C)OC(=O)N1CCN(CC1)C1=C(CCl)C(=C(C=C1F)[N+](=O)[O-])F (2-(4-ethoxycarbonyl-1-piperazinyl)-3,6-difluoro-5-nitrobenzyl chloride). Reaction SMILES: [F:1][C:2]1[C:3]([N:14]2[CH2:19][CH2:18][N:17]([C:20]([O:22][CH2:23][CH3:24])=[O:21])[CH2:16][CH2:15]2)=[C:4]([C:7]([F:13])=[C:8]([N+:10]([O-:12])=[O:11])[CH:9]=1)[CH2:5]O.S(Cl)([Cl:27])=O.C(=O)([O-])O.[Na+]>C(Cl)(Cl)Cl>[CH2:23]([O:22][C:20]([N:17]1[CH2:18][CH2:19][N:14]([C:3]2[C:2]([F:1])=[CH:9][C:8]([N+:10]([O-:12])=[O:11])=[C:7]([F:13])[C:4]=2[CH2:5][Cl:27])[CH2:15][CH2:16]1)=[O:21])[CH3:24] |f:2.3|. Procedure details: To a solution of 3,6-difluoro-2-(4-ethoxycarbonyl-1-piperazinyl)-5-nitrobenzyl alcohol (8.5 g) in chloroform (85 ml) is added thionyl chloride (2.7 ml) at room temperature. The mixture is stirred at the same temperature for 30 mintues, and the reaction mixture is poured into ice water, and then neutralized with sodium hydrogen carbonate and extracted with diethyl ether. The extract is dried over magnesium sulfate, and then the solvent is distilled off to give 2-(4-ethoxycarbonyl-1-piperazinyl)-3... Product: O=C(Nc1cccc(O)c1)c1cccc(Oc2ccc(Cl)cc2[N+](=O)[O-])c1. RXN SMILES: [C:1]([Si:2]([CH3:3])([CH3:4])[O:6][c:7]1[cH:8][c:9]([NH:13][C:14]([c:15]2[cH:16][c:17]([O:21][c:22]3[c:23]([N+:29](=[O:30])[O-:31])[cH:24][c:25]([Cl:28])[cH:26][cH:27]3)[cH:18][cH:19][cH:20]2)=[O:32])[cH:10][cH:11][cH:12]1)([CH3:5])([CH3:33])[CH3:34].[CH2:54]1[O:55][CH2:56][CH2:57][CH2:58]1.[CH3:36][CH2:37][CH2:38][CH2:39][N+:40]([CH2:41][CH2:42][CH2:43][CH3:44])([CH2:45][CH2:46][CH2:47][CH3:48])[CH2:49][CH2:50][CH2:51][CH3:52].[F-:35].[OH2:53]>>[OH:6][c:7]1[cH:8][c:9]([NH:13][C:14]([c:15]2[cH:16][c:17]([O:21][c:22]3[c:23]([N+:29](=[O:30])[O-:31])[cH:24][c:25]([Cl:28])[cH:26][cH:27]3)[cH:18][cH:19][cH:20]2)=[O:32])[cH:10][cH:11][cH:12]1. Starting materials: CC(C)(C)[Si](C)(C)Oc1cccc(NC(=O)c2cccc(Oc3ccc(Cl)cc3[N+](=O)[O-])c2)c1, C1CCOC1, CCCC[N+](CCCC)(CCCC)CCCC, [F-], O. RXN SMILES: [CH3:1]I.[S:3]=[C:4]1[NH:9][C:8](=[O:10])[CH2:7][C:6](=[O:11])[NH:5]1.[OH-].[Na+]>>[CH3:1][S:3][C:4]1[N:9]=[C:8]([OH:10])[CH:7]=[C:6]([OH:11])[N:5]=1 |f:2.3|. Reactants: CI (Methyl iodide), S=C1NC(CC(N1)=O)=O (2-thioxo-dihydropyrimidine-4,6(1H,5H)-dione), [OH-].[Na+] (sodium hydroxide). Procedure details: Methyl iodide can be added to a solution of 2-thioxo-dihydropyrimidine-4,6(1H,5H)-dione and aqueous sodium hydroxide to provide 2-(methylthio)pyrimidine-4,6-diol. The reaction is typically performed in a solvent such as but not limited to ethanol, and may require the use of heat. Addition of phosphorus oxychloride to 2-(methylthio)pyrimidine-4,6-diol will provide 4,6-dichloro-2-(methylthio)pyrimidine. The reaction is typically done at elevated temperature without an additional solvent. 4,6-Dichl... Product: CSC1=NC(=CC(=N1)O)O (2-(methylthio)pyrimidine-4,6-diol). The reactants are NC=1C=C2C(=C(C=NC2=CC1)C#N)NC1=CC(=C(C=C1)SC1=CC=CC=C1)Cl (6-amino-4-[(3-chloro-4-thiophenoxyphenyl)amino]-3-quinolinecarbonitrile), C(C#CC)(=O)O (2-butynoic acid), anhydride, CN1CCOCC1 (N-methylmorpholine), ClC(=O)OCC(C)C (isobutyl chloroformate). Run in CN(C)C=O (DMF), C1CCOC1 (THF), C1CCOC1 (THF), C1CCOC1 (THF). Conditions: time 10 minute. Product: ClC=1C=C(C=CC1SC1=CC=CC=C1)NC1=C(C=NC2=CC=C(C=C12)NC(C#CC)=O)C#N (N-{4-[(3-Chloro-4-thiophenoxyphenyl)amino]-3-cyano-6quinolinyl}-2-butynamide). The yield is 24.4%. RXN SMILES: [C:1]([OH:6])(=O)[C:2]#[C:3][CH3:4].CN1CCOCC1.ClC(OCC(C)C)=O.[NH2:22][C:23]1[CH:24]=[C:25]2[C:30](=[CH:31][CH:32]=1)[N:29]=[CH:28][C:27]([C:33]#[N:34])=[C:26]2[NH:35][C:36]1[CH:41]=[CH:40][C:39]([S:42][C:43]2[CH:48]=[CH:47][CH:46]=[CH:45][CH:44]=2)=[C:38]([Cl:49])[CH:37]=1>C1COCC1.CN(C=O)C>[Cl:49][C:38]1[CH:37]=[C:36]([NH:35][C:26]2[C:25]3[C:30](=[CH:31][CH:32]=[C:23]([NH:22][C:1](=[O:6])[C:2]#[C:3][CH3:4])[CH:24]=3)[N:29]=[CH:28][C:27]=2[C:33]#[N:34])[CH:41]=[CH:40][C:39]=1[S:42][C:43]1[CH:44]=[CH:45][CH:46]=[CH:47][CH:48]=1. Procedure details: Dissolved 314 mg (3.72 mmol) 2-butynoic acid in 40 ml THF under N2. Chilled to 0° and added 409 μl (3.72 mmol) N-methylmorpholine and 485 μl (3.72 mmol) isobutyl chloroformate and stirred for 10 minutes. Added dropwise a solution that was prepared by dissolving 1.00 g (2.48 mmol) 6-amino-4-[(3-chloro-4-thiophenoxyphenyl)amino]-3-quinolinecarbonitrile in 2.0 ml hot DMF and adding 20 ml THF. Stirred mixture for minutes at 0° and 25° C. overnight. To drive reaction to completion, added 1.24 mmol of... The reactants are CC(C)(C)[SiH2]OC(C)(C)c1scnc1Br, O=C([O-])[O-], COCCOC, CCO, CCOC(C)=O, OB(O)c1ccc(Cl)cc1, [Na+], [Na+], O, Cl[Pd]Cl, c1ccc(P(c2ccccc2)c2ccccc2)cc1, c1ccc(P(c2ccccc2)c2ccccc2)cc1. Product: CC(C)(C)[SiH2]OC(C)(C)c1scnc1-c1ccc(Cl)cc1. Reaction SMILES: [Br:1][c:2]1[n:3][cH:4][s:5][c:6]1[C:7]([O:8][SiH2:9][C:10]([CH3:11])([CH3:12])[CH3:13])([CH3:14])[CH3:15].[C:26](=[O:27])([O-:28])[O-:29].[CH3:32][O:33][CH2:34][CH2:35][O:36][CH3:37].[CH3:39][CH2:40][OH:41].[CH3:42][CH2:43][O:44][C:45](=[O:46])[CH3:47].[Cl:16][c:17]1[cH:18][cH:19][c:20]([B:23]([OH:24])[OH:25])[cH:21][cH:22]1.[Na+:30].[Na+:31].[OH2:38].[Pd:48]([Cl:49])[Cl:50].[c:51]1([P:52]([c:53]2[cH:54][cH:55][cH:56][cH:57][cH:58]2)[c:59]2[cH:60][cH:61][cH:62][cH:63][cH:64]2)[cH:65][cH:66][cH:67][cH:68][cH:69]1.[c:70]1([P:71]([c:72]2[cH:73][cH:74][cH:75][cH:76][cH:77]2)[c:78]2[cH:79][cH:80][cH:81][cH:82][cH:83]2)[cH:84][cH:85][cH:86][cH:87][cH:88]1>>[c:2]1(-[c:20]2[cH:19][cH:18][c:17]([Cl:16])[cH:22][cH:21]2)[n:3][cH:4][s:5][c:6]1[C:7]([O:8][SiH2:9][C:10]([CH3:11])([CH3:12])[CH3:13])([CH3:14])[CH3:15]. Starting materials: [N+](=O)([O-])OC(COC(=O)OC\C(=C(/C(=O)O)\C1=CC=CC=C1)\C1=CC=C(C=C1)S(=O)(=O)C)CO[N+](=O)[O-] ((2Z)-4-({[2,3-bis(nitrooxy)propoxy]carbonyl}oxy)-3-[4-(methylsulfonyl)phenyl]-2-phenylbut-2-enoic acid), C(C1=CC=CC=C1)Br (benzyl bromide), C([O-])([O-])=O.[K+].[K+] (potassium carbonate). Run in CN(C)C=O (DMF). Run at time 30 minute. Product: crude material, [N+](=O)([O-])OC(COC(=O)OC\C(=C(/C(=O)OCC1=CC=CC=C1)\C1=CC=CC=C1)\C1=CC=C(C=C1)S(=O)(=O)C)CO[N+](=O)[O-] (benzyl (2Z)-4-({[2,3-bis(nitrooxy)propoxy]carbonyl}oxy)-3-[4-(methylsulfonyl)phenyl]-2-phenylbut-2-enoate). Reaction SMILES: [N+:1]([O:4][CH:5]([CH2:33][O:34][N+:35]([O-:37])=[O:36])[CH2:6][O:7][C:8]([O:10][CH2:11]/[C:12](/[C:23]1[CH:28]=[CH:27][C:26]([S:29]([CH3:32])(=[O:31])=[O:30])=[CH:25][CH:24]=1)=[C:13](/[C:17]1[CH:22]=[CH:21][CH:20]=[CH:19][CH:18]=1)\[C:14]([OH:16])=[O:15])=[O:9])([O-:3])=[O:2].[CH2:38](Br)[C:39]1[CH:44]=[CH:43][CH:42]=[CH:41][CH:40]=1.C(=O)([O-])[O-].[K+].[K+]>CN(C=O)C>[N+:1]([O:4][CH:5]([CH2:33][O:34][N+:35]([O-:37])=[O:36])[CH2:6][O:7][C:8]([O:10][CH2:11]/[C:12](/[C:23]1[CH:24]=[CH:25][C:26]([S:29]([CH3:32])(=[O:30])=[O:31])=[CH:27][CH:28]=1)=[C:13](/[C:17]1[CH:18]=[CH:19][CH:20]=[CH:21][CH:22]=1)\[C:14]([O:16][CH2:38][C:39]1[CH:44]=[CH:43][CH:42]=[CH:41][CH:40]=1)=[O:15])=[O:9])([O-:3])=[O:2] |f:2.3.4|. Procedure: To 300 mg of (2Z)-4-({[2,3-bis(nitrooxy)propoxy]carbonyl}oxy)-3-[4-(methylsulfonyl)phenyl]-2-phenylbut-2-enoic acid in 5 mL of DMF was added 69 μL benzyl bromide followed by 81 mg of potassium carbonate (325 mesh). The resulting mixture was stirred at rt for 30 min. The reaction was then quenched with saturated solution of NH4Cl and extracted with Et2O/hexanes (½, 2 times). The combined organic extracts were dried (Na2SO4), filtered and concentrated in vacuo to give a pale yellow residue. Flash ...